Dataset: the Open Reaction Database (ORD), a public repository of structured organic reaction records. Task: describe an organic reaction: reactants, conditions, products, and yield Reactants: C(=C)[B-](F)(F)F.[K+] (potassium vinyltrifluoroborate), TEA, BrC=1C=C2C(=NC1)N(C=N2)CC2=CC1=C(N=C(S1)N[C@H]1[C@@H](CCCC1)O)C=C2 ((1R,2R)-2-((6-((6-bromo-3H-imidazo[4,5-b]pyridin-3-yl)methyl)benzo[d]thiazol-2-yl)amino)cyclohexanol), C(Cl)Cl (DCM). Reagents/catalysts: C1=CC=C(C=C1)P([C-]2C=CC=C2)C3=CC=CC=C3.C1=CC=C(C=C1)P([C-]2C=CC=C2)C3=CC=CC=C3.Cl[Pd]Cl.[Fe+2] (PdCl2(dppf)). Solvent: C(CC)O (n-PrOH). Run at temperature 100 celsius. Product: C(=C)C=1C=C2C(=NC1)N(C=N2)CC2=CC1=C(N=C(S1)N[C@H]1[C@@H](CCCC1)O)C=C2 ((1R,2R)-2-((6-((6-vinyl-3H-imidazo[4,5-b]pyridin-3-yl)methyl)benzo[d]thiazol-2-yl)amino)cyclohexanol). The yield is 22.4%. RXN SMILES: Br[C:2]1[CH:3]=[C:4]2[N:10]=[CH:9][N:8]([CH2:11][C:12]3[CH:28]=[CH:27][C:15]4[N:16]=[C:17]([NH:19][C@@H:20]5[CH2:25][CH2:24][CH2:23][CH2:22][C@H:21]5[OH:26])[S:18][C:14]=4[CH:13]=3)[C:5]2=[N:6][CH:7]=1.[CH:29]([B-](F)(F)F)=[CH2:30].[K+].C(Cl)Cl>C(O)CC.C1C=CC(P(C2C=CC=CC=2)[C-]2C=CC=C2)=CC=1.C1C=CC(P(C2C=CC=CC=2)[C-]2C=CC=C2)=CC=1.Cl[Pd]Cl.[Fe+2]>[CH:29]([C:2]1[CH:3]=[C:4]2[N:10]=[CH:9][N:8]([CH2:11][C:12]3[CH:28]=[CH:27][C:15]4[N:16]=[C:17]([NH:19][C@@H:20]5[CH2:25][CH2:24][CH2:23][CH2:22][C@H:21]5[OH:26])[S:18][C:14]=4[CH:13]=3)[C:5]2=[N:6][CH:7]=1)=[CH2:30] |f:1.2,5.6.7.8|. Reported procedure: To a stirred mixture of (1R,2R)-2-((6-((6-bromo-3H-imidazo[4,5-b]pyridin-3-yl)methyl)benzo[d]thiazol-2-yl)amino)cyclohexanol (200 mg, 0.44 mmol) from Example 29 in n-PrOH were added potassium vinyltrifluoroborate (117 mg, 0.88 mmol), PdCl2(dppf).DCM (18 mg, 0.022 mmol), and TEA (122 μL, 0.88 mmol). The resulting mixture was purged with argon for 5 min, the reaction vessel was sealed and the mixture was heated at 100° C. overnight. LCMS analysis showed that the reaction was complete. The reaction...